Dataset: the Open Reaction Database (ORD), a public repository of structured organic reaction records. Task: describe an organic reaction: reactants, conditions, products, and yield Starting materials: BrC=1C=C2CCOC(C2=CC1)CC(=O)O ((6-Bromoisochroman-1-yl)acetic acid), ClC1=CC=C(C=C1)N1CCN(CC1)C(CC1OCCC2=CC(=CC=C12)Br)=O (1-(4-chlorophenyl)-4-[2-(6-bromoisochroman-1-yl)]acetyl piperazine), O.Cl.Cl.C1(OCCC2=CC=CC=C12)CCN1CCN(CC1)C1=C(C=CC=C1)OC (1-[2-(Isochroman-1-yl)ethyl]-4-(2-methoxyphenyl)piperazine dihydrochloride monohydrate), amide. Product: ClC1=CC=C(C=C1)N1CCN(CC1)CCC1OCCC2=CC(=CC=C12)Br (1-(4-Chlorophenyl)-4-[2-(6-bromoisochroman-1-yl)-ethyl]piperazine). Reaction SMILES: BrC1C=C2C(=CC=1)C(CC(O)=O)OCC2.O.Cl.Cl.C1(CCN2CCN(C3C=CC=CC=3OC)CC2)C2C(=CC=CC=2)CCO1.[Cl:45][C:46]1[CH:51]=[CH:50][C:49]([N:52]2[CH2:57][CH2:56][N:55]([C:58](=O)[CH2:59][CH:60]3[C:69]4[C:64](=[CH:65][C:66]([Br:70])=[CH:67][CH:68]=4)[CH2:63][CH2:62][O:61]3)[CH2:54][CH2:53]2)=[CH:48][CH:47]=1>>[Cl:45][C:46]1[CH:51]=[CH:50][C:49]([N:52]2[CH2:53][CH2:54][N:55]([CH2:58][CH2:59][CH:60]3[C:69]4[C:64](=[CH:65][C:66]([Br:70])=[CH:67][CH:68]=4)[CH2:63][CH2:62][O:61]3)[CH2:56][CH2:57]2)=[CH:48][CH:47]=1 |f:1.2.3.4|. Procedure: (6-Bromoisochroman-1-yl)acetic acid (EXAMPLE 22, LXVIII) is coupled with 4-chlorophenylpiperazine (XI) and the resulting amide, 1-(4-chlorophenyl)-4-[2-(6-bromoisochroman-1-yl)]acetyl piperazine (LXIII, 1.39 mmol) is reduced according to the general procedure of EXAMPLE 50 and making non-critical variations, to give the title compound, mp 94-96°; IR (mull) 1500, 1483, 1448, 1248, 1242, 1152, 1144, 1113, 1102, 815 cm-1 ; NMR (300 MHz, CDCl3) 7.32-7.26, 7.19, 6.97, 6.83, 4.78, 4.14-4.07, 3.78-3.69... Reactants: BrCC1=NC(=CC=C1)OC1=CC=CC=C1 (2-(bromomethyl)-6-phenoxypyridine), ClC=1C=C2C[C@H]([C@@H](C2=CC1)C(C)C)O (trans-5-chloro-1-isopropyl-2-indanol), [H-].[Na+] (sodium hydride), O (water). Reagents/catalysts: [I-].C(CCC)[N+](CCCC)(CCCC)CCCC (tetra-n-butylammonium iodide). Run in O1CCCC1 (tetrahydrofuran), O1CCCC1 (tetrahydrofuran), O1CCCC1 (tetrahydrofuran). Run at time 0.5 hour. Yields the product ClC=1C=C2C[C@H]([C@@H](C2=CC1)C(C)C)OCC1=NC(=CC=C1)OC1=CC=CC=C1 (trans-5-chloro-1-isopropyl-2-((6-phenoxypyridin-2-yl)-methoxy)indane). Yield: 67.0%. RXN SMILES: [Cl:1][C:2]1[CH:3]=[C:4]2[C:8](=[CH:9][CH:10]=1)[C@@H:7]([CH:11]([CH3:13])[CH3:12])[C@H:6]([OH:14])[CH2:5]2.[H-].[Na+].Br[CH2:18][C:19]1[CH:24]=[CH:23][CH:22]=[C:21]([O:25][C:26]2[CH:31]=[CH:30][CH:29]=[CH:28][CH:27]=2)[N:20]=1.O>O1CCCC1.[I-].C([N+](CCCC)(CCCC)CCCC)CCC>[Cl:1][C:2]1[CH:3]=[C:4]2[C:8](=[CH:9][CH:10]=1)[C@@H:7]([CH:11]([CH3:12])[CH3:13])[C@H:6]([O:14][CH2:18][C:19]1[CH:24]=[CH:23][CH:22]=[C:21]([O:25][C:26]3[CH:31]=[CH:30][CH:29]=[CH:28][CH:27]=3)[N:20]=1)[CH2:5]2 |f:1.2,6.7|. Procedure details: A solution of trans-5-chloro-1-isopropyl-2-indanol (0.75 g) in anhydrous tetrahydrofuran (5 ml) was added to a suspension of sodium hydride (0.28 g, oil free) in anhydrous tetrahydrofuran (5 ml). The mixture was stirred for 0.5 hr and 2-(bromomethyl)-6-phenoxypyridine (1 g) in anhydrous tetrahydrofuran (5 ml) was added, followed by a catalytic amount of tetra-n-butylammonium iodide. The mixture was stirred at room temperature for 18 hours, mixed with water (100 ml) and extracted with diethyl eth...